Dataset: the Open Reaction Database (ORD), a public repository of structured organic reaction records. Task: describe an organic reaction: reactants, conditions, products, and yield The solvent is CO.O (MeOH—H2O), O (water). Reported procedure: NaOH (0.75 mL, 2M, 1.5 mmol) was added to a solution of methyl 1-{[2-tert-butyl-1-(tetrahydro-2H-pyran-4-ylmethyl)-1H-benzimidazol-5-yl]sulfonyl}piperidine-4-carboxylate (173 mg, 0.36 mmol) in 10 mL MeOH—H2O (1:1) at ambient temperature. The reaction mixture was stirred overnight and diluted with water (40 mL). The solvent was concentrated to 40 mL. The resulting solution was neutralized with HCl solution and the product was extracted with EtOAc and dried over anhydrous Na2SO4. The solvent was c... Yields the product C(C)(C)(C)C1=NC2=C(N1CC1CCOCC1)C=CC(=C2)S(=O)(=O)N2CCC(CC2)C(=O)O (1-{[2-tert-butyl-1-(tetrahydro-2H-pyran-4-ylmethyl)-1H-benzimidazol-5-yl]sulfonyl}piperidine-4-carboxylic acid). As a reaction SMILES: [OH-].[Na+].[C:3]([C:7]1[N:11]([CH2:12][CH:13]2[CH2:18][CH2:17][O:16][CH2:15][CH2:14]2)[C:10]2[CH:19]=[CH:20][C:21]([S:23]([N:26]3[CH2:31][CH2:30][CH:29]([C:32]([O:34]C)=[O:33])[CH2:28][CH2:27]3)(=[O:25])=[O:24])=[CH:22][C:9]=2[N:8]=1)([CH3:6])([CH3:5])[CH3:4]>CO.O.O>[C:3]([C:7]1[N:11]([CH2:12][CH:13]2[CH2:14][CH2:15][O:16][CH2:17][CH2:18]2)[C:10]2[CH:19]=[CH:20][C:21]([S:23]([N:26]3[CH2:27][CH2:28][CH:29]([C:32]([OH:34])=[O:33])[CH2:30][CH2:31]3)(=[O:25])=[O:24])=[CH:22][C:9]=2[N:8]=1)([CH3:6])([CH3:4])[CH3:5] |f:0.1,3.4|. Reaction conditions: time 8 hour. The reactants are [OH-].[Na+] (NaOH), C(C)(C)(C)C1=NC2=C(N1CC1CCOCC1)C=CC(=C2)S(=O)(=O)N2CCC(CC2)C(=O)OC (methyl 1-{[2-tert-butyl-1-(tetrahydro-2H-pyran-4-ylmethyl)-1H-benzimidazol-5-yl]sulfonyl}piperidine-4-carboxylate). Reactants: C(C1=CC=CC=C1)N1CC(C(C1)O)CN=[N+]=[N-] (1-Benzyl-4-hydroxy-3-azidomethylpyrrolidine), S(=O)(Cl)Cl (thionyl chloride), Cl (hydrogen chloride). The solvent is C(Cl)(Cl)Cl (chloroform), C(Cl)(Cl)Cl (chloroform). The product is C(C1=CC=CC=C1)N1CC(C(C1)Cl)CN=[N+]=[N-] (1-benzyl-3-azidomethyl-4-chloropyrrolidine). Yield: 40.3%. As a reaction SMILES: [CH2:1]([N:8]1[CH2:12][CH:11](O)[CH:10]([CH2:14][N:15]=[N+:16]=[N-:17])[CH2:9]1)[C:2]1[CH:7]=[CH:6][CH:5]=[CH:4][CH:3]=1.Cl.S(Cl)([Cl:21])=O>C(Cl)(Cl)Cl>[CH2:1]([N:8]1[CH2:12][CH:11]([Cl:21])[CH:10]([CH2:14][N:15]=[N+:16]=[N-:17])[CH2:9]1)[C:2]1[CH:7]=[CH:6][CH:5]=[CH:4][CH:3]=1. Procedure details: 1-Benzyl-4-hydroxy-3-azidomethylpyrrolidine (59.7 g) is added to chloroform (100 ml), and the mixture is saturated with dry hydrogen chloride gas. A solution of thionyl chloride (61.2 g) in chloroform (100 ml) is added dropwise to the mixture under reflux. After refluxing for 2 hours, the mixture is concentrated. To the residue is added ethanol and the excess thionyl chloride is removed, and then, the mixture is again concentrated. After neutralizing the concentrate with an aqueous sodium hydrog... Starting materials: O=C([O-])[O-], CI, CC(C)=O, CCNC(=O)c1ccc(-n2nnc(C(=O)NC3CC3)c2C=Cc2ncc[nH]2)cc1, [K+], [K+], CN(C)C=O. Product: CCNC(=O)c1ccc(-n2nnc(C(=O)NC3CC3)c2C=Cc2nccn2C)cc1. RXN SMILES: [C:32](=[O:33])([O-:34])[O-:35].[CH3:30][I:31].[CH3:38][C:39](=[O:40])[CH3:41].[CH:1]1([NH:4][C:5](=[O:6])[c:7]2[n:8][n:9][n:10](-[c:19]3[cH:20][cH:21][c:22]([C:25](=[O:26])[NH:27][CH2:28][CH3:29])[cH:23][cH:24]3)[c:11]2[CH:12]=[CH:13][c:14]2[nH:15][cH:16][cH:17][n:18]2)[CH2:2][CH2:3]1.[K+:36].[K+:37].[O:42]=[CH:43][N:44]([CH3:45])[CH3:46]>>[CH:1]1([NH:4][C:5](=[O:6])[c:7]2[n:8][n:9][n:10](-[c:19]3[cH:20][cH:21][c:22]([C:25](=[O:26])[NH:27][CH2:28][CH3:29])[cH:23][cH:24]3)[c:11]2[CH:12]=[CH:13][c:14]2[n:15][cH:16][cH:17][n:18]2[CH3:32])[CH2:2][CH2:3]1. Starting materials: CN(C(=O)c1cc2c(s1)-c1ccccc1OCC2)c1ccc(C(=O)O)cc1Cl, CC(N)CO. Yields the product CC(CO)NC(=O)c1ccc(N(C)C(=O)c2cc3c(s2)-c2ccccc2OCC3)c(Cl)c1. As a reaction SMILES: [Cl:1][c:2]1[cH:3][c:4]([C:5](=[O:6])[OH:7])[cH:8][cH:9][c:10]1[N:11]([C:12](=[O:13])[c:14]1[cH:15][c:16]2[c:17]([s:27]1)-[c:18]1[c:19]([cH:23][cH:24][cH:25][cH:26]1)[O:20][CH2:21][CH2:22]2)[CH3:28].[NH2:29][CH:30]([CH2:31][OH:32])[CH3:33]>>[Cl:1][c:2]1[cH:3][c:4]([C:5](=[O:7])[NH:29][CH:30]([CH2:31][OH:32])[CH3:33])[cH:8][cH:9][c:10]1[N:11]([C:12](=[O:13])[c:14]1[cH:15][c:16]2[c:17]([s:27]1)-[c:18]1[c:19]([cH:23][cH:24][cH:25][cH:26]1)[O:20][CH2:21][CH2:22]2)[CH3:28]. Reactants: COc1cc(B2OC(C)(C)C(C)(C)O2)ccc1NC(=O)c1cc2ccccc2n1C, COCCOC, CN1CCN(C2CCC(n3nc(I)c4c(N)ncnc43)CC2)CC1, [Na+], [Na+], O=C([O-])[O-], O, c1ccc(P(c2ccccc2)(c2ccccc2)[Pd](P(c2ccccc2)(c2ccccc2)c2ccccc2)(P(c2ccccc2)(c2ccccc2)c2ccccc2)P(c2ccccc2)(c2ccccc2)c2ccccc2)cc1. The product is COc1cc(-c2nn(C3CCC(N4CCN(C)CC4)CC3)c3ncnc(N)c23)ccc1NC(=O)c1cc2ccccc2n1C. Reaction SMILES: [CH3:25][O:26][c:27]1[c:28]([NH:42][C:43](=[O:44])[c:45]2[n:46]([CH3:54])[c:47]3[cH:48][cH:49][cH:50][cH:51][c:52]3[cH:53]2)[cH:29][cH:30][c:31]([B:33]2[O:34][C:35]([CH3:36])([CH3:37])[C:38]([CH3:39])([CH3:40])[O:41]2)[cH:32]1.[CH3:61][O:62][CH2:63][CH2:64][O:65][CH3:66].[I:1][c:2]1[n:3][n:4]([CH:12]2[CH2:13][CH2:14][CH:15]([N:18]3[CH2:19][CH2:20][N:21]([CH3:24])[CH2:22][CH2:23]3)[CH2:16][CH2:17]2)[c:5]2[n:6][cH:7][n:8][c:9]([NH2:11])[c:10]12.[Na+:55].[Na+:56].[O-:57][C:58](=[O:59])[O-:60].[OH2:67].[cH:68]1[cH:69][cH:70][c:71]([P:72]([Pd:73]([P:74]([c:75]2[cH:76][cH:77][cH:78][cH:79][cH:80]2)([c:81]2[cH:82][cH:83][cH:84][cH:85][cH:86]2)[c:87]2[cH:88][cH:89][cH:90][cH:91][cH:92]2)([P:93]([c:94]2[cH:95][cH:96][cH:97][cH:98][cH:99]2)([c:100]2[cH:101][cH:102][cH:103][cH:104][cH:105]2)[c:106]2[cH:107][cH:108][cH:109][cH:110][cH:111]2)[P:112]([c:113]2[cH:114][cH:115][cH:116][cH:117][cH:118]2)([c:119]2[cH:120][cH:121][cH:122][cH:123][cH:124]2)[c:125]2[cH:126][cH:127][cH:128][cH:129][cH:130]2)([c:131]2[cH:132][cH:133][cH:134][cH:135][cH:136]2)[c:137]2[cH:138][cH:139][cH:140][cH:141][cH:142]2)[cH:143][cH:144]1>>[c:2]1(-[c:31]2[cH:30][cH:29][c:28]([NH:42][C:43](=[O:44])[c:45]3[n:46]([CH3:54])[c:47]4[cH:48][cH:49][cH:50][cH:51][c:52]4[cH:53]3)[c:27]([O:26][CH3:25])[cH:32]2)[n:3][n:4]([CH:12]2[CH2:13][CH2:14][CH:15]([N:18]3[CH2:19][CH2:20][N:21]([CH3:24])[CH2:22][CH2:23]3)[CH2:16][CH2:17]2)[c:5]2[n:6][cH:7][n:8][c:9]([NH2:11])[c:10]12. Starting materials: OC(=O)C(F)(F)F.FC1=CC=C(C=C1)N1N=CC2=CC(=CC=C12)C(CCN)C1=CC=CC=C1 (3-(1-(4-fluorophenyl)-1H-indazol-5-yl)-3-phenylpropan-1-amine TFA salt), FC(CS(=O)(=O)Cl)(F)F (2,2,2-trifluoroethanesulfonyl chloride). The product is FC(C(=O)NCCC(C1=CC=CC=C1)C=1C=C2C=NN(C2=CC1)C1=CC=C(C=C1)F)(F)F (2,2,2-trifluoro-N-(3-(1-(4-fluorophenyl)-1H-indazol-5-yl)-3-phenylpropyl)acetamide). Yield: 99.7%. As a reaction SMILES: [OH:1][C:2]([C:4]([F:7])([F:6])[F:5])=O.[F:8][C:9]1[CH:14]=[CH:13][C:12]([N:15]2[C:23]3[C:18](=[CH:19][C:20]([CH:24]([C:28]4[CH:33]=[CH:32][CH:31]=[CH:30][CH:29]=4)[CH2:25][CH2:26][NH2:27])=[CH:21][CH:22]=3)[CH:17]=[N:16]2)=[CH:11][CH:10]=1.FC(F)(F)CS(Cl)(=O)=O>>[F:5][C:4]([F:7])([F:6])[C:2]([NH:27][CH2:26][CH2:25][CH:24]([C:20]1[CH:19]=[C:18]2[C:23](=[CH:22][CH:21]=1)[N:15]([C:12]1[CH:11]=[CH:10][C:9]([F:8])=[CH:14][CH:13]=1)[N:16]=[CH:17]2)[C:28]1[CH:29]=[CH:30][CH:31]=[CH:32][CH:33]=1)=[O:1] |f:0.1|. Procedure: Prepared from 3-(1-(4-fluorophenyl)-1H-indazol-5-yl)-3-phenylpropan-1-amine TFA salt (25 mg, 0.05 mmol) by adding 2,2,2-trifluoroethanesulfonyl chloride under the General Coupling Method B conditions. Obtained 22 mg (82%) of 2,2,2-trifluoro-N-(3-(1-(4-fluorophenyl)-1H-indazol-5-yl)-3-phenylpropyl)acetamide. MS found: (M+H)+=442. The reactants are O1C(COC2=CC=C3C=NNC(C3=C2)=O)C1 (7-(2,3-Epoxypropoxy)-1(2H)-phthalazinone), C(C)(C)N (isopropylamine). Product: OC(COC1=CC=C2C=NNC(C2=C1)=O)CNC(C)C (7-(2-hydroxy-3-isopropylaminopropoxy)-1(2H)-phthalazinone). RXN SMILES: [O:1]1[CH2:16][CH:2]1[CH2:3][O:4][C:5]1[CH:14]=[C:13]2[C:8]([CH:9]=[N:10][NH:11][C:12]2=[O:15])=[CH:7][CH:6]=1.[CH:17]([NH2:20])([CH3:19])[CH3:18]>>[OH:1][CH:2]([CH2:16][NH:20][CH:17]([CH3:19])[CH3:18])[CH2:3][O:4][C:5]1[CH:14]=[C:13]2[C:8]([CH:9]=[N:10][NH:11][C:12]2=[O:15])=[CH:7][CH:6]=1. Reported procedure: 7-(2,3-Epoxypropoxy)-1(2H)-phthalazinone was reacted with isopropylamine in a similar manner to that described in Example 1(iv) to give 7-(2-hydroxy-3-isopropylaminopropoxy)-1(2H)-phthalazinone, the hydrochloride of which had m.p. 232°-235°. Starting materials: ClC1=CC=C(C2=CC=CC=C12)OC1=C(C=C(C=C1Cl)[N+](=O)[O-])Cl (4-(4-chloro-1-naphthoxy)-3,5-dichloronitrobenzene). Solvent: C1(=CC=CC=C1)C (toluene). Conditions: time 1.5 hour. Product: ClC1=CC=C(C2=CC=CC=C12)OC1=C(C=C(N)C=C1Cl)Cl (4-(4-chloro-1-naphthoxy)-3,5-dichloroaniline). Isolated yield 96.1%. RXN SMILES: [Cl:1][C:2]1[C:11]2[C:6](=[CH:7][CH:8]=[CH:9][CH:10]=2)[C:5]([O:12][C:13]2[C:18]([Cl:19])=[CH:17][C:16]([N+:20]([O-])=O)=[CH:15][C:14]=2[Cl:23])=[CH:4][CH:3]=1>C1(C)C=CC=CC=1>[Cl:1][C:2]1[C:11]2[C:6](=[CH:7][CH:8]=[CH:9][CH:10]=2)[C:5]([O:12][C:13]2[C:14]([Cl:23])=[CH:15][C:16]([NH2:20])=[CH:17][C:18]=2[Cl:19])=[CH:4][CH:3]=1. Procedure: Into a 500 milliliter Parr bottle was charged 4-(4-chloro-1-naphthoxy)-3,5-dichloronitrobenzene (15.84 grams, 42.97 mmol) prepared in Part A and toluene (250 milliliters). The bottle was purged thoroughly with nitrogen and 5% platinum on carbon (0.50 grams) was added immediately following the purge. The reaction mixture was then hydrogenated for 1.5 hours on a rocking Parr hydrogenator at a pressure of 90-100 psi hydrogen at ambient temperature. The reaction mixture was filtered through a pad of...